Dataset: the Open Reaction Database (ORD), a public repository of structured organic reaction records. Task: describe an organic reaction: reactants, conditions, products, and yield Starting materials: CN(C)C=O, CC1CCN(CCCCl)CC1, [K+], O=[N+]([O-])c1ccc(S)cc1, [OH-], O. Yields the product CC1CCN(CCCSc2ccc([N+](=O)[O-])cc2)CC1. Reaction SMILES: [CH3:25][N:26]([CH3:27])[CH:28]=[O:29].[Cl:13][CH2:14][CH2:15][CH2:16][N:17]1[CH2:18][CH2:19][CH:20]([CH3:23])[CH2:21][CH2:22]1.[K+:12].[N+:1](=[O:2])([O-:3])[c:4]1[cH:5][cH:6][c:7]([SH:10])[cH:8][cH:9]1.[OH-:11].[OH2:24]>>[N+:1](=[O:2])([O-:3])[c:4]1[cH:5][cH:6][c:7]([S:10][CH2:14][CH2:15][CH2:16][N:17]2[CH2:18][CH2:19][CH:20]([CH3:23])[CH2:21][CH2:22]2)[cH:8][cH:9]1. Reactants: S(O)(=O)(=O)F (fluorosulfuric acid), ClC1=C(C(=O)N)C=CC=C1 (2-chlorobenzamide), [OH-].[Na+] (sodium hydroxide), C(=O)=O.C(C)(C)O (dry ice isopropanol), C=CC (propylene). The solvent is C(Cl)Cl (methylene chloride). The product is ClC1=C(C=CC=C1)C(OC(C)C)=N (1-methylethyl 2-chlorobenzenecarboximidate). As a reaction SMILES: S(F)(=O)(=O)O.C(=O)=O.[CH:9]([OH:12])([CH3:11])[CH3:10].C=CC.[Cl:16][C:17]1[CH:25]=[CH:24][CH:23]=[CH:22][C:18]=1[C:19]([NH2:21])=O.[OH-].[Na+]>C(Cl)Cl>[Cl:16][C:17]1[CH:25]=[CH:24][CH:23]=[CH:22][C:18]=1[C:19](=[NH:21])[O:12][CH:9]([CH3:11])[CH3:10] |f:1.2,5.6|. Procedure: Ten grams (0.100 moles) of fluorosulfuric acid is placed in a flask equipped with a dry ice condenser and maintained at -78° (dry ice/isopropanol bath) under an atmosphere of dry nitrogen. To this is added about 25 ml of propylene with moderate stirring giving an orange-colored solution. The reaction mixture is stirred for 15 min. and then diluted with 100 ml of methylene chloride, precooled to -50° C. To this is added at once 15.6 g (0.100 moles) of 2-chlorobenzamide and the mixture stirred at ... The reactants are ClC1=C(NC(=C1Cl)C)C(=O)NC1CCN(CC1)C1=CC(=NC(=N1)OC)C(=O)O (6-(4-{[(3,4-dichloro-5-methyl-1H-pyrrol-2-yl)carbonyl]amino}piperidin-1-yl)-2-methoxypyrimidine-4-carboxylic acid), Cl.O(C)N (methoxylamine hydrochloride). Product: ClC1=C(NC(=C1Cl)C)C(=O)NC1CCN(CC1)C1=CC(=NC(=N1)OC)C(=O)NOC (6-(4-{[(3,4-Dichloro-5-methyl-1H-pyrrol-2-yl)carbonyl]amino}piperidin-1-yl)-N,2-dimethoxypyrimidine-4-carboxamide). Reaction SMILES: [Cl:1][C:2]1[C:6]([Cl:7])=[C:5]([CH3:8])[NH:4][C:3]=1[C:9]([NH:11][CH:12]1[CH2:17][CH2:16][N:15]([C:18]2[N:23]=[C:22]([O:24][CH3:25])[N:21]=[C:20]([C:26](O)=[O:27])[CH:19]=2)[CH2:14][CH2:13]1)=[O:10].Cl.[O:30]([NH2:32])[CH3:31]>>[Cl:1][C:2]1[C:6]([Cl:7])=[C:5]([CH3:8])[NH:4][C:3]=1[C:9]([NH:11][CH:12]1[CH2:17][CH2:16][N:15]([C:18]2[N:23]=[C:22]([O:24][CH3:25])[N:21]=[C:20]([C:26]([NH:32][O:30][CH3:31])=[O:27])[CH:19]=2)[CH2:14][CH2:13]1)=[O:10] |f:1.2|. Procedure details: The title compound was synthesised by an analogous method to Example 8 starting from 6-(4-{[(3,4-dichloro-5-methyl-1H-pyrrol-2-yl)carbonyl]amino}piperidin-1-yl)-2-methoxypyrimidine-4-carboxylic acid (Example 311) and methoxylamine hydrochloride. Starting materials: [BH4-], CO, Clc1cc(C(Cl)(Cl)Cl)nc(Cl)c1Cl, [N-]=[N+]=[N-], [Na+], [Na+], CN(C)C=O, O. Yields the product Nc1cc(C(Cl)(Cl)Cl)nc(Cl)c1Cl. Reaction SMILES: [BH4-:19].[CH3:26][OH:27].[Cl:1][c:2]1[cH:3][c:4]([C:10]([Cl:11])([Cl:12])[Cl:13])[n:5][c:6]([Cl:9])[c:7]1[Cl:8].[N-:14]=[N+:15]=[N-:16].[Na+:17].[Na+:20].[O:21]=[CH:22][N:23]([CH3:24])[CH3:25].[OH2:18]>>[c:2]1([NH2:14])[cH:3][c:4]([C:10]([Cl:11])([Cl:12])[Cl:13])[n:5][c:6]([Cl:9])[c:7]1[Cl:8]. Reactants: [Li]CCCC, COc1cccc2ccoc12, O=C1CCOC1, C1CCOC1. Yields the product COc1cccc2cc(C3(O)CCOC3)oc12. Reaction SMILES: [CH2:1]([Li:2])[CH2:3][CH2:4][CH3:5].[CH3:6][O:7][c:8]1[cH:9][cH:10][cH:11][c:12]2[cH:13][cH:14][o:15][c:16]12.[O:17]1[CH2:18][C:19](=[O:22])[CH2:20][CH2:21]1.[O:23]1[CH2:24][CH2:25][CH2:26][CH2:27]1>>[CH3:6][O:7][c:8]1[cH:9][cH:10][cH:11][c:12]2[cH:13][c:14]([C:19]3([OH:22])[CH2:18][O:17][CH2:21][CH2:20]3)[o:15][c:16]12. The product is Cc1cc(C(=O)N2Cc3ccc(C(=O)NCc4cccnc4)n3Cc3ccccc32)ccc1-c1ccccc1. The reactants are O=C([O-])[O-], COCCOC, Cc1cc(C(=O)N2Cc3ccc(C(=O)NCc4cccnc4)n3Cc3ccccc32)ccc1I, [K+], [K+], OB(O)c1ccccc1. Reaction SMILES: [C:44](=[O:45])([O-:46])[O-:47].[CH2:50]([CH2:51][O:52][CH3:53])[O:54][CH3:55].[I:1][c:2]1[c:3]([CH3:34])[cH:4][c:5]([C:6](=[O:7])[N:8]2[CH2:9][c:10]3[n:11]([c:19]([C:22](=[O:23])[NH:24][CH2:25][c:26]4[cH:27][n:28][cH:29][cH:30][cH:31]4)[cH:20][cH:21]3)[CH2:12][c:13]3[c:14]2[cH:15][cH:16][cH:17][cH:18]3)[cH:32][cH:33]1.[K+:48].[K+:49].[OH:35][B:36]([OH:37])[c:38]1[cH:39][cH:40][cH:41][cH:42][cH:43]1>>[c:2]1(-[c:38]2[cH:39][cH:40][cH:41][cH:42][cH:43]2)[c:3]([CH3:34])[cH:4][c:5]([C:6](=[O:7])[N:8]2[CH2:9][c:10]3[n:11]([c:19]([C:22](=[O:23])[NH:24][CH2:25][c:26]4[cH:27][n:28][cH:29][cH:30][cH:31]4)[cH:20][cH:21]3)[CH2:12][c:13]3[c:14]2[cH:15][cH:16][cH:17][cH:18]3)[cH:32][cH:33]1.